Dataset: the Open Reaction Database (ORD), a public repository of structured organic reaction records. Task: describe an organic reaction: reactants, conditions, products, and yield Yields the product COCCOCc1c(C(Nc2ccc(C(=O)NCCC(=O)O)cc2)C2CCCCC2)oc2ccc(F)cc12. Starting materials: CCO, CCOC(=O)CCNC(=O)c1ccc(NC(c2oc3ccc(F)cc3c2COCCOC)C2CCCCC2)cc1, [Na+], C1CCOC1, [OH-]. RXN SMILES: [CH3:48][CH2:49][OH:50].[CH:1]1([CH:7]([c:8]2[o:9][c:10]3[c:11]([c:12]2[CH2:13][O:14][CH2:15][CH2:16][O:17][CH3:18])[cH:19][c:20]([F:23])[cH:21][cH:22]3)[NH:24][c:25]2[cH:26][cH:27][c:28]([C:31](=[O:32])[NH:33][CH2:34][CH2:35][C:36](=[O:37])[O:38][CH2:39][CH3:40])[cH:29][cH:30]2)[CH2:2][CH2:3][CH2:4][CH2:5][CH2:6]1.[Na+:47].[O:41]1[CH2:42][CH2:43][CH2:44][CH2:45]1.[OH-:46]>>[CH:1]1([CH:7]([c:8]2[o:9][c:10]3[c:11]([c:12]2[CH2:13][O:14][CH2:15][CH2:16][O:17][CH3:18])[cH:19][c:20]([F:23])[cH:21][cH:22]3)[NH:24][c:25]2[cH:26][cH:27][c:28]([C:31](=[O:32])[NH:33][CH2:34][CH2:35][C:36](=[O:37])[OH:38])[cH:29][cH:30]2)[CH2:2][CH2:3][CH2:4][CH2:5][CH2:6]1. Starting materials: NC1=NC=C(C(=C1)NCC1CCN(CC1)C(=O)OC(C)(C)C)Cl (tert-butyl 4-((2-amino-5-chloropyridin-4-ylamino)methyl)piperidine-1-carboxylate), BrC=1N=CC(=NC1)C#N (5-bromopyrazine-2-carbonitrile), C1(=CC=CC=C1)P(C1=C(C2=CC=CC=C2C=C1)C1=C(C=CC2=CC=CC=C12)P(C1=CC=CC=C1)C1=CC=CC=C1)C1=CC=CC=C1 ((±)-2,2′-bis(diphenylphosphino)-1,1′-binaphthalene), CC(C)([O-])C.[Na+] (sodium tert-butoxide). Run in O1CCOCC1 (dioxane). Reaction conditions: temperature 90 celsius, time 5 minute. The product is ClC=1C(=CC(=NC1)NC1=NC=C(N=C1)C#N)NCC1CCN(CC1)C(=O)OC(C)(C)C (tert-butyl 4-((5-chloro-2-(5-cyanopyrazin-2-ylamino)pyridin-4-ylamino)methyl)piperidine-1-carboxylate). The yield is 60.1%. As a reaction SMILES: [NH2:1][C:2]1[CH:7]=[C:6]([NH:8][CH2:9][CH:10]2[CH2:15][CH2:14][N:13]([C:16]([O:18][C:19]([CH3:22])([CH3:21])[CH3:20])=[O:17])[CH2:12][CH2:11]2)[C:5]([Cl:23])=[CH:4][N:3]=1.Br[C:25]1[N:26]=[CH:27][C:28]([C:31]#[N:32])=[N:29][CH:30]=1.C1(P(C2C=CC=CC=2)C2C=CC3C(=CC=CC=3)C=2C2C3C(=CC=CC=3)C=CC=2P(C2C=CC=CC=2)C2C=CC=CC=2)C=CC=CC=1.CC(C)([O-])C.[Na+]>O1CCOCC1>[Cl:23][C:5]1[C:6]([NH:8][CH2:9][CH:10]2[CH2:11][CH2:12][N:13]([C:16]([O:18][C:19]([CH3:20])([CH3:22])[CH3:21])=[O:17])[CH2:14][CH2:15]2)=[CH:7][C:2]([NH:1][C:25]2[CH:30]=[N:29][C:28]([C:31]#[N:32])=[CH:27][N:26]=2)=[N:3][CH:4]=1 |f:3.4|. Procedure: Dry dioxane (0.45 mL) was added to a microwave reaction vial containing tert-butyl 4-((2-amino-5-chloropyridin-4-ylamino)methyl)piperidine-1-carboxylate (23 mg, 0.067 mmol), 5-bromopyrazine-2-carbonitrile (8.3 mg, 0.045 mmol), tris(dibenzylideneacetone)-dipalladium chloroform complex (1.9 mg, 4 mol %), (±)-2,2′-bis(diphenylphosphino)-1,1′-binaphthalene (2.2 mg, 8 mol %) and sodium tert-butoxide (6.1 mg, 1.4 eq.) under nitrogen. The vial was sealed and nitrogen gas was bubbled through the suspens...